This data is from the Open Reaction Database (ORD), a public repository of structured organic reaction records. The task is: describe an organic reaction: reactants, conditions, products, and yield Reactants: O=C([O-])[O-], Cn1c(=O)c2[nH]cnc2n(C)c1=O, O=C(c1ccc(Cl)cc1)c1ccc(CBr)cc1, [K+], [K+], CN(C)C=O, O. Product: Cn1c(=O)c2c(ncn2Cc2ccc(C(=O)c3ccc(Cl)cc3)cc2)n(C)c1=O. As a reaction SMILES: [C:14](=[O:15])([O-:16])[O-:17].[CH3:1][n:2]1[c:3]2[n:4][cH:5][nH:6][c:7]2[c:8](=[O:9])[n:10]([CH3:11])[c:12]1=[O:13].[Cl:20][c:21]1[cH:22][cH:23][c:24]([C:25](=[O:26])[c:27]2[cH:28][cH:29][c:30]([CH2:31][Br:32])[cH:33][cH:34]2)[cH:35][cH:36]1.[K+:18].[K+:19].[O:37]=[CH:38][N:39]([CH3:40])[CH3:41].[OH2:42]>>[CH3:1][n:2]1[c:3]2[n:4][cH:5][n:6]([CH2:31][c:30]3[cH:29][cH:28][c:27]([C:25]([c:24]4[cH:23][cH:22][c:21]([Cl:20])[cH:36][cH:35]4)=[O:26])[cH:34][cH:33]3)[c:7]2[c:8](=[O:9])[n:10]([CH3:11])[c:12]1=[O:13].